describe an organic reaction: reactants, conditions, products, and yield From a dataset of the Open Reaction Database (ORD), a public repository of structured organic reaction records. Reactants: C[Li] (methyllithium), ClC=1C=C(C=CC1Cl)C1(CC(CC(=C1C(=O)OC)OP(=O)(OCC)OCC)C)C (methyl (4RS,6SR)-6-(3,4-dichlorophenyl)-2-(diethoxyphosphoryloxy)-4,6-dimethylcyclohexen-1-carboxylate), [Cl-].[NH4+] (ammonium chloride), C[Li] (methyllithium). The reagents and catalysts are [Cu]I (copper (I) iodide). The solvent is C(C)OCC (diethyl ether), C(C)OCC (diethyl ether). Run at temperature 0 celsius, time 15 minute. Product: ClC=1C=C(C=CC1Cl)C1(CC(CC(=C1C(=O)OC)C)C)C (methyl (4RS,6RS)-6-(3,4-dichlorophenyl)-2,4,6-trimethylcyclohex-1-enecarboxylate). Reaction SMILES: [CH3:1][Li].[Cl:3][C:4]1[CH:5]=[C:6]([C:11]2([CH3:31])[C:16]([C:17]([O:19][CH3:20])=[O:18])=[C:15](OP(OCC)(OCC)=O)[CH2:14][CH:13]([CH3:30])[CH2:12]2)[CH:7]=[CH:8][C:9]=1[Cl:10].[Cl-].[NH4+]>C(OCC)C.[Cu]I>[Cl:3][C:4]1[CH:5]=[C:6]([C:11]2([CH3:31])[C:16]([C:17]([O:19][CH3:20])=[O:18])=[C:15]([CH3:1])[CH2:14][CH:13]([CH3:30])[CH2:12]2)[CH:7]=[CH:8][C:9]=1[Cl:10] |f:2.3|. Reported procedure: A stirred suspension of copper (I) iodide (213 mg) in diethyl ether (10 mL) at 0° C. was treated with methyllithium (1.6 M, 1 equivalent), forming a cloudy yellow mixture. Additional methyllithium (1.6 M, 1 equivalent) was added, forming a cloudy grey mixture. This cloudy grey mixture was stirred at 0° C. for 15 min, and then treated with a solution of methyl (4RS,6SR)-6-(3,4-dichlorophenyl)-2-(diethoxyphosphoryloxy)-4,6-dimethylcyclohexen-1-carboxylate (130 mg) in diethyl ether (5 mL). A deep r... Starting materials: C(CCCC)N (n-pentylamine), C(C1=CC=CC=C1)OC(=O)N1[C@H](C(=O)O)CCC1 (N-benzyloxycarbonyl-L-proline), C(C)N1CCOCC1 (N-ethylmorpholine), ClC(=O)OCC(C)C (isobutyl chloroformate). The solvent is O1CCCC1 (tetrahydrofuran). Run at temperature -10 celsius, time 16 hour. Yields the product C(CCCC)NC([C@H]1N(CCC1)C(=O)OCC1=CC=CC=C1)=O (N-Benzyloxycarbonyl-L-proline n-pentylamide). Reaction SMILES: [CH2:1]([O:8][C:9]([N:11]1[CH2:18][CH2:17][CH2:16][C@H:12]1[C:13]([OH:15])=O)=[O:10])[C:2]1[CH:7]=[CH:6][CH:5]=[CH:4][CH:3]=1.ClC(OCC(C)C)=O.C(N1CCOCC1)C.[CH2:35]([NH2:40])[CH2:36][CH2:37][CH2:38][CH3:39]>O1CCCC1>[CH2:35]([NH:40][C:13](=[O:15])[C@@H:12]1[CH2:16][CH2:17][CH2:18][N:11]1[C:9]([O:8][CH2:1][C:2]1[CH:3]=[CH:4][CH:5]=[CH:6][CH:7]=1)=[O:10])[CH2:36][CH2:37][CH2:38][CH3:39]. Procedure: 12.46 g (0.05 mol) of N-benzyloxycarbonyl-L-proline were dissolved in 100 ml of dry tetrahydrofuran and the solution was cooled to -10° C. The solution was stirred and there were added thereto 6.56 ml (0.05 mol) of isobutyl chloroformate and 6.35 ml (0.05 mol) of N-ethylmorpholine. The mixture was then stirred at -10° C. for 15 minutes. 5.76 ml (0.05 mol) of n-pentylamine were then added and the resulting mixture was stirred at 0° C. for 1 hour and then at room temperature for 16 hours. The mixt... Starting materials: B.[Na] (sodium boron hydride), C(C)OC(=O)C1=C(N2C(S1)=CN=C2)C (2-ethoxycarbonyl-3-methylimidazo[5,1-b]thiazole). Solvent: C(C)O (ethanol). Conditions: time 4 day. Yields the product OCC1=C(N2C(S1)=CN=C2)C (2-hydroxymethyl-3-methylimidazo[5,1-b]thiazole). Yield: 98.7%. RXN SMILES: B.[Na].C([O:5][C:6]([C:8]1[S:12][C:11]2=[CH:13][N:14]=[CH:15][N:10]2[C:9]=1[CH3:16])=O)C>C(O)C>[OH:5][CH2:6][C:8]1[S:12][C:11]2=[CH:13][N:14]=[CH:15][N:10]2[C:9]=1[CH3:16] |f:0.1,^1:1|. Procedure details: A 1.56 g portion of sodium boron hydride was added to 60 ml of an ethanol solution containing 1.684 g of 2-ethoxycarbonyl-3-methylimidazo[5,1-b]thiazole, and the mixture was then stirred at room temperature for 4 days. The solvent was evaporated under reduced pressure, and water was then added thereto. The solution was extracted twice with dichloromethane, and the combined organic layer was dried over anhydrous magnesium sulfate and then filtered. Afterward, the solvent was evaporated under redu... Reactants: N/C(/C(=O)OCC)=C\C(=O)OCC (diethyl 2-aminofumarate), CC=1C=CC(=CC1)S(=O)(=O)O.O (p-TsOH.H2O), FC1=CC=C(CC(C=O)=C)C=C1 (2-(4-fluorobenzyl)propenal). Solvent: CCCCO (n-BuOH). Conditions: temperature 120 celsius, time 24 hour. Product: FC1=CC=C(CC=2C=C(C(=NC2)C(=O)OCC)C(=O)OCC)C=C1 (diethyl 5-(4-fluorobenzyl)-2,3-pyridinedicarboxylate). As a reaction SMILES: [NH2:1]/[C:2](=[CH:8]\[C:9]([O:11][CH2:12][CH3:13])=[O:10])/[C:3]([O:5][CH2:6][CH3:7])=[O:4].CC1C=CC(S(O)(=O)=O)=CC=1.O.[F:26][C:27]1[CH:37]=[CH:36][C:30]([CH2:31][C:32](=[CH2:35])[CH:33]=O)=[CH:29][CH:28]=1>CCCCO>[F:26][C:27]1[CH:37]=[CH:36][C:30]([CH2:31][C:32]2[CH:35]=[C:8]([C:9]([O:11][CH2:12][CH3:13])=[O:10])[C:2]([C:3]([O:5][CH2:6][CH3:7])=[O:4])=[N:1][CH:33]=2)=[CH:29][CH:28]=1 |f:1.2|. Procedure details: To a solution of diethyl 2-aminofumarate (153 g, 0.81 mol) and p-TsOH.H2O (1.5 g, 8.1 mmol) in n-BuOH (325 mL) was added 2-(4-fluorobenzyl)propenal (162 g, 0.98 mol) dropwise at 120° C. The mixture was stirred for 17 h at 120° C. and at rt for ca. 24 h. The mixture was filtered and concentrated under vacuum to yield the crude diethyl 5-(4-fluorobenzyl)-2,3-pyridinedicarboxylate. This material was dissolved in EtOH (400 mL) and an ice-cold solution of NaOH (88 g, 2.2 mol) in water (300 mL) was ad... The reactants are FC(C(=O)O)(F)F.NCCC1=CC=CC(=N1)C=1SC2=C(C(N1)=O)C=CC=C2 (2-[6-(2-aminoethyl)-2-pyridyl]-4H-1,3-benzothiazine-4-one trifluoroacetic acid salt), C([O-])([O-])=O.[K+].[K+] (potassium carbonate), CN(C(=O)Cl)C (N,N-dimethylcarbamoyl chloride). Run in C(C)#N (acetonitrile). Run at time 20 minute. Yields the product CN(C(=O)NCCC1=NC(=CC=C1)C=1SC2=C(C(N1)=O)C=CC=C2)C (N,N-Dimethyl-N′-[2-[6-(4-oxo-4H-1,3-benzothiazin-2-yl)-2-pyridyl]ethyl]urea). Isolated yield 79.5%. RXN SMILES: FC(F)(F)C(O)=O.[NH2:8][CH2:9][CH2:10][C:11]1[N:16]=[C:15]([C:17]2[S:18][C:19]3[CH:27]=[CH:26][CH:25]=[CH:24][C:20]=3[C:21](=[O:23])[N:22]=2)[CH:14]=[CH:13][CH:12]=1.C(=O)([O-])[O-].[K+].[K+].[CH3:34][N:35]([CH3:39])[C:36](Cl)=[O:37]>C(#N)C>[CH3:34][N:35]([CH3:39])[C:36]([NH:8][CH2:9][CH2:10][C:11]1[CH:12]=[CH:13][CH:14]=[C:15]([C:17]2[S:18][C:19]3[CH:27]=[CH:26][CH:25]=[CH:24][C:20]=3[C:21](=[O:23])[N:22]=2)[N:16]=1)=[O:37] |f:0.1,2.3.4|. Procedure details: A mixture of 2-[6-(2-aminoethyl)-2-pyridyl]-4H-1,3-benzothiazine-4-one trifluoroacetic acid salt (0.45 g, 1.1 mmol), potassium carbonate (0.46 g, 3.3 mmol) and acetonitrile (20 ml) was stirred at room temperature for 20 minutes. Successively N,N-dimethylcarbamoyl chloride (0.47 g, 4.3 mmol) was added to the mixture, and the mixture was stirred at room temperature for 3 hrs. The precipitates were filtered, and the filtrate was concentrated. The residue was subjected to a silica gel column chromat... Starting materials: resultant mixture, C(C)(=O)OCC (ethyl acetate), ClC1=CC=2N(C=C1)N=C(C2C2=NC(=NC=C2)NC2CCCC2)C2=CC=C(C=C2)OC (4-[5-chloro-2-(4-methoxyphenyl)pyrazolo[1,5-α]pyridin-3-yl]-N-cyclopentyl-2-pyrimidinamine), C1(=CC=CC=C1)P(C1=C(C2=CC=CC=C2C=C1)C1=C(C=CC2=CC=CC=C12)P(C1=CC=CC=C1)C1=CC=CC=C1)C1=CC=CC=C1 (racemic-2,2′-bis(diphenylphosphino)-1,1′-binaphthyl), C([O-])([O-])=O.[Cs+].[Cs+] (cesium carbonate), C1(CCCC1)N (cyclopentylamine). Reagents/catalysts: C(C)(=O)[O-].[Pd+2].C(C)(=O)[O-] (palladium (II) acetate). Yields the product C1(CCCC1)NC1=NC=CC(=N1)C=1C(=NN2C1C=C(C=C2)NC(C)C)C2=CC=C(C=C2)OC (3-[2-(cyclopentylamino)-4-pyrimidinyl]N-isopropyl-2-(4-methoxyphenyl)pyrazolo[1,5-α]pyridin-5-amine). Isolated yield 58.0%. Reaction SMILES: Cl[C:2]1[CH:7]=[CH:6][N:5]2[N:8]=[C:9]([C:23]3[CH:28]=[CH:27][C:26]([O:29][CH3:30])=[CH:25][CH:24]=3)[C:10]([C:11]3[CH:16]=[CH:15][N:14]=[C:13]([NH:17][CH:18]4[CH2:22][CH2:21][CH2:20][CH2:19]4)[N:12]=3)=[C:4]2[CH:3]=1.C1(P(C2C=CC=CC=2)C2C=CC3C(=CC=CC=3)C=2C2C3C(=CC=CC=3)C=CC=2P(C2C=CC=CC=2)C2C=CC=CC=2)C=CC=CC=1.C(=O)([O-])[O-].[Cs+].[Cs+].C(OCC)(=O)C.[CH:89]1([NH2:94])[CH2:93]CC[CH2:90]1>C([O-])(=O)C.[Pd+2].C([O-])(=O)C>[CH:18]1([NH:17][C:13]2[N:12]=[C:11]([C:10]3[C:9]([C:23]4[CH:28]=[CH:27][C:26]([O:29][CH3:30])=[CH:25][CH:24]=4)=[N:8][N:5]4[CH:6]=[CH:7][C:2]([NH:94][CH:89]([CH3:93])[CH3:90])=[CH:3][C:4]=34)[CH:16]=[CH:15][N:14]=2)[CH2:22][CH2:21][CH2:20][CH2:19]1 |f:2.3.4,7.8.9|. Procedure details: To a solution of 4-[5-chloro-2-(4-methoxyphenyl)pyrazolo[1,5-α]pyridin-3-yl]-N-cyclopentyl-2-pyrimidinamine (100 mg, 0.24 mmol) in cyclopentylamine (50 mL) was added successively racemic-2,2′-bis(diphenylphosphino)-1,1′-binaphthyl (71 mg, 0.11 mmol), cesium carbonate (155 mg, 0.48 mmol) and palladium (II) acetate (16 mg, 0.07 mmol). The resultant mixture was heated to 95° C. for 2 days at which time the reaction was judged complete by thin layer chromatography. The solution was cooled to room te... Reaction SMILES: [F:1]C1C(N)=NC(=O)NC=1.FC1C=CC(B(O)O)=CC=1.NC1C=CN(C2C=CC(F)=CC=2)C(=O)N=1.[Cl:35][CH2:36][C:37]1[N:38]=[C:39]2[CH:44]=[CH:43][N:42]([C:45]3[CH:50]=[CH:49][C:48]([F:51])=[CH:47][CH:46]=3)[C:41](=[O:52])[N:40]2[CH:53]=1>>[Cl:35][CH2:36][C:37]1[N:38]=[C:39]2[C:44]([F:1])=[CH:43][N:42]([C:45]3[CH:46]=[CH:47][C:48]([F:51])=[CH:49][CH:50]=3)[C:41](=[O:52])[N:40]2[CH:53]=1. Procedure: 2-Chloromethyl-8-fluoro-6-(4-fluoro-phenyl)-6H-imidazo[1,2-c]pyrimidin-5-one was prepared from 5-fluorocytosine and 4-fluorophenylboronic acid using the methods as described above for the preparation of 4-amino-1-(4-fluoro-phenyl)-1H-pyrimidin-2-one and 2-chloromethyl-6-(4-fluoro-phenyl)-6H-imidazo[1,2-c]pyrimidin-5-one. The reactants are FC=1C(=NC(NC1)=O)N (5-fluorocytosine), FC1=CC=C(C=C1)B(O)O (4-fluorophenylboronic acid), NC1=NC(N(C=C1)C1=CC=C(C=C1)F)=O (4-amino-1-(4-fluoro-phenyl)-1H-pyrimidin-2-one), ClCC=1N=C2N(C(N(C=C2)C2=CC=C(C=C2)F)=O)C1 (2-chloromethyl-6-(4-fluoro-phenyl)-6H-imidazo[1,2-c]pyrimidin-5-one). Product: ClCC=1N=C2N(C(N(C=C2F)C2=CC=C(C=C2)F)=O)C1 (2-Chloromethyl-8-fluoro-6-(4-fluoro-phenyl)-6H-imidazo[1,2-c]pyrimidin-5-one). The reactants are [Li]C(C)(C)C, CCOCC, CC(C)OB(OC(C)C)OC(C)C. The product is CC(C)OB(OC(C)C)C(C)(C)C. As a reaction SMILES: [C:1]([CH3:2])([CH3:3])([CH3:4])[Li:5].[CH2:19]([O:20][CH2:21][CH3:22])[CH3:23].[CH:6]([CH3:7])([CH3:8])[O:9][B:10]([O:11][CH:12]([CH3:13])[CH3:14])[O:15][CH:16]([CH3:17])[CH3:18]>>[C:1]([CH3:2])([CH3:3])([CH3:4])[B:10]([O:9][CH:6]([CH3:7])[CH3:8])[O:11][CH:12]([CH3:13])[CH3:14]. Starting materials: BrCC(=O)C=1C=C2CC(NC2=CC1)=O (5-(α-bromoacetyl)oxindole), NC(=S)N (thiourea). The solvent is CCO (EtOH). The product is NC=1SC=C(N1)C=1C=C2CC(NC2=CC1)=O (5-(2-Aminothiazol-4-yl)Oxindole). RXN SMILES: Br[CH2:2][C:3]([C:5]1[CH:6]=[C:7]2[C:11](=[CH:12][CH:13]=1)[NH:10][C:9](=[O:14])[CH2:8]2)=O.[NH2:15][C:16]([NH2:18])=[S:17]>CCO>[NH2:18][C:16]1[S:17][CH:2]=[C:3]([C:5]2[CH:6]=[C:7]3[C:11](=[CH:12][CH:13]=2)[NH:10][C:9](=[O:14])[CH2:8]3)[N:15]=1. Procedure details: A solution of 5-(α-bromoacetyl)oxindole (5 g) and thiourea (1.67 g) in absolute EtOH (250 ml) is refluxed for 30 minutes. The reaction mixture is cooled to RT, filtered, and washed with absolute EtOH affording the desired product. The free base is converted to its methanesulfonate salt by the procedure previously described in Example 12, affording the desired product, M.P.=244°-246° C. Starting materials: C(C)OC1=CC(=C(C=O)C=C1C)O (4-ethoxy-2-hydroxy-5-methyl-benzaldehyde), C(C)(=O)[O-].[Na+] (sodium acetate), C(C)(=O)O (acetic acid), [N+](=O)([O-])CC (nitroethane), ice. Conditions: temperature 115 celsius. Yields the product OC1=C(C#N)C=C(C=C1)OCO (2-hydroxy-5-hydroxymethoxy-benzonitrile). Isolated yield 60.1%. RXN SMILES: C(O[C:4]1[C:11](C)=[CH:10][C:7]([CH:8]=O)=[C:6]([OH:13])[CH:5]=1)C.[C:14]([O-:17])(=[O:16])C.[Na+].C(O)(=O)C.[N+:23](CC)([O-])=O>>[OH:13][C:6]1[CH:5]=[CH:4][C:11]([O:16][CH2:14][OH:17])=[CH:10][C:7]=1[C:8]#[N:23] |f:1.2|. Reported procedure: A mixture of 4-ethoxy-2-hydroxy-5-methyl-benzaldehyde (2.4 g, 14.6 mmol), sodium acetate (2.40 g, 29.25 mmol, 2.0 eq), acetic acid (3.4 g, 57.1 mmol, 3.9 eq), and nitroethane (2.2 g, 29.25 mmol, 2.0 eq) was heated in a sealed tube at 115° C. for 18 h. The black reaction mixture was poured into 40 g of ice and extracted 5 times with diethyl ether (100 mL). The organic layers were combined, washed 3 times with sat. sodium bicarbonate solution (25 mL), one time with brine, dried with sodium sulfate...